This data is from the Open Reaction Database (ORD), a public repository of structured organic reaction records. The task is: describe an organic reaction: reactants, conditions, products, and yield The reactants are BrC1=CC=C2C=NC(=NN21)NC2=CC=C(C=C2)CN2CCS(CC2)(=O)=O ((7-Bromo-pyrrolo[2,1-f][1,2,4]triazin-2-yl)-[4-(1,1-dioxo-1$1(6)-thiomorpholin-4-ylmethyl)-phenyl]-amine), C(C)(C)(C)NS(=O)(=O)C=1C=C(C=CC1)B(O)O (3-t-Butylsulfamoylphenylboronic acid). Yields the product C(C)(C)(C)NS(=O)(=O)C1=CC(=CC=C1)C1=CC=C2C=NC(=NN21)NC2=CC=C(C=C2)CN2CCS(CC2)(=O)=O (N-tert-Butyl-3-{2-[4-(1,1-dioxo-1 $1(6)-thiomorpholin-4-ylmethyl)-phenylamino]-pyrrolo[2,1-f][1,2,4]triazin-7-yl}-benzenesulfonamide), foam. The yield is 71.0%. Reaction SMILES: Br[C:2]1[N:10]2[C:5]([CH:6]=[N:7][C:8]([NH:11][C:12]3[CH:17]=[CH:16][C:15]([CH2:18][N:19]4[CH2:24][CH2:23][S:22](=[O:26])(=[O:25])[CH2:21][CH2:20]4)=[CH:14][CH:13]=3)=[N:9]2)=[CH:4][CH:3]=1.[C:27]([NH:31][S:32]([C:35]1[CH:36]=[C:37](B(O)O)[CH:38]=[CH:39][CH:40]=1)(=[O:34])=[O:33])([CH3:30])([CH3:29])[CH3:28]>>[C:27]([NH:31][S:32]([C:35]1[CH:36]=[CH:37][CH:38]=[C:39]([C:2]2[N:10]3[C:5]([CH:6]=[N:7][C:8]([NH:11][C:12]4[CH:13]=[CH:14][C:15]([CH2:18][N:19]5[CH2:24][CH2:23][S:22](=[O:26])(=[O:25])[CH2:21][CH2:20]5)=[CH:16][CH:17]=4)=[N:9]3)=[CH:4][CH:3]=2)[CH:40]=1)(=[O:34])=[O:33])([CH3:30])([CH3:28])[CH3:29]. Procedure details: N-tert-Butyl-3-{2-[4-(1,1-dioxo-1 $1(6)-thiomorpholin-4-ylmethyl)-phenylamino]-pyrrolo[2,1-f][1,2,4]triazin-7-yl}-benzenesulfonamide was prepared from (7-Bromo-pyrrolo[2,1-f][1,2,4]triazin-2-yl)-[4-(1,1-dioxo-1$1(6)-thiomorpholin-4-ylmethyl)-phenyl]-amine and 3-t-Butylsulfamoylphenylboronic acid in an analogous manner to Example 1031b. Product isolated as a yellow foam (90 mg, 71%). LCMS (m/e) 569 (M+H); 1H-NMR (CDCl3, 400 MHz) δ 8.79 (s, 1H), 8.72 (s, 1H), 8.17 (d, 1H, J=7.9 Hz), 7.87 (d, 1H, J... Reactants: BrC=1C=C2C(=NC1)NC(=N2)C2=CC=C(C=C2)OCC2OC2 (6-bromo-2-[4-(oxiran-2-ylmethoxy)phenyl]-3H-imidazo[4,5-b]pyridine), N1CCCCC1 (piperidine). The product is BrC=1C=C2C(=NC1)NC(=N2)C2=CC=C(OCC(CN1CCCCC1)O)C=C2 (1-[4-(6-Bromo-3H-imidazo[4,5-b]pyridin-2-yl)phenoxy]-3-piperidin-1-ylpropan-2-ol). As a reaction SMILES: [Br:1][C:2]1[CH:3]=[C:4]2[N:10]=[C:9]([C:11]3[CH:16]=[CH:15][C:14]([O:17][CH2:18][CH:19]4[CH2:21][O:20]4)=[CH:13][CH:12]=3)[NH:8][C:5]2=[N:6][CH:7]=1.[NH:22]1[CH2:27][CH2:26][CH2:25][CH2:24][CH2:23]1>>[Br:1][C:2]1[CH:3]=[C:4]2[N:10]=[C:9]([C:11]3[CH:16]=[CH:15][C:14]([O:17][CH2:18][CH:19]([OH:20])[CH2:21][N:22]4[CH2:27][CH2:26][CH2:25][CH2:24][CH2:23]4)=[CH:13][CH:12]=3)[NH:8][C:5]2=[N:6][CH:7]=1. Procedure details: The title compound was prepared from 6-bromo-2-[4-(oxiran-2-ylmethoxy)phenyl]-3H-imidazo[4,5-b]pyridine and piperidine. Starting materials: FC1=CC=C(C=C1)C(O)(C1CCNCC1)C1=CC=C(C=C1)F (α,α-bis-(p-fluorophenyl)-4-piperidinemethanol), ClCCC1CCN(C(O1)=O)C (6-(2-chloroethyl)tetrahydro-3-methyl-2H-1,3-oxazin-2-one), C([O-])([O-])=O.[Na+].[Na+] (sodium carbonate), [I-].[K+] (potassium iodide), C(C(=O)[O-])(=O)[O-] (oxalate). Run in C(CCC)O (1-butanol). Product: C(C(=O)O)(=O)O.FC1=CC=C(C=C1)C(C1CCN(CC1)CCC1CCN(C(O1)=O)C)(O)C1=CC=C(C=C1)F (6-[2-[4-[Bis(4-fluorophenyl)hydroxymethyl]-1-piperidinyl]ethyl]-3-methyl-tetrahydro-2H-1,3-oxazin-2-one oxalate). The yield is 61.0%. Reaction SMILES: [F:1][C:2]1[CH:7]=[CH:6][C:5]([C:8]([C:16]2[CH:21]=[CH:20][C:19]([F:22])=[CH:18][CH:17]=2)([CH:10]2[CH2:15][CH2:14][NH:13][CH2:12][CH2:11]2)[OH:9])=[CH:4][CH:3]=1.Cl[CH2:24][CH2:25][CH:26]1[O:31][C:30](=[O:32])[N:29]([CH3:33])[CH2:28][CH2:27]1.C(=O)([O-])[O-].[Na+].[Na+].[I-].[K+].[C:42]([O-:47])(=[O:46])[C:43]([O-:45])=[O:44]>C(O)CCC>[C:42]([OH:47])(=[O:46])[C:43]([OH:45])=[O:44].[F:1][C:2]1[CH:7]=[CH:6][C:5]([C:8]([C:16]2[CH:17]=[CH:18][C:19]([F:22])=[CH:20][CH:21]=2)([OH:9])[CH:10]2[CH2:11][CH2:12][N:13]([CH2:24][CH2:25][CH:26]3[O:31][C:30](=[O:32])[N:29]([CH3:33])[CH2:28][CH2:27]3)[CH2:14][CH2:15]2)=[CH:4][CH:3]=1 |f:2.3.4,5.6,9.10|. Procedure: This compound was prepared according to the procedure of Example 1. A mixture of 4.6 g (0.015 mole) of α,α-bis-(p-fluorophenyl)-4-piperidinemethanol, 2.7 g (0.015 mole) of 6-(2-chloroethyl)tetrahydro-3-methyl-2H-1,3-oxazin-2-one, 5.3 g (0.05 mole) of anhydrous sodium carbonate and 0.4 g of potassium iodide in 100 ml of 1-butanol gave a glass as residue. The glass was converted to the oxalate and the solid was recrystallized from absolute ethanol to yield 4.9 g (61%) of white solid, m.p. 193°-194... Reactants: C1(CC1)C=1N=CC(=NC1OCC1CC1)C(=O)O (5-cyclopropyl-6-cyclopropylmethoxy-pyrazine-2-carboxylic acid), Cl.N[C@H](C(=O)NC)CC(C)C ((2S)-2-amino-N,4-dimethyl-pentanamide monohydrochloride). Yields the product CC(C[C@@H](C(NC)=O)NC(=O)C1=NC(=C(N=C1)C1CC1)OCC1CC1)C (5-Cyclopropyl-6-cyclopropylmethoxy-pyrazine-2-carboxylic acid ((S)-3-methyl-1-methylcarbamoyl-butyl)-amide). As a reaction SMILES: [CH:1]1([C:4]2[N:5]=[CH:6][C:7]([C:15]([OH:17])=O)=[N:8][C:9]=2[O:10][CH2:11][CH:12]2[CH2:14][CH2:13]2)[CH2:3][CH2:2]1.Cl.[NH2:19][C@@H:20]([CH2:25][CH:26]([CH3:28])[CH3:27])[C:21]([NH:23][CH3:24])=[O:22]>>[CH3:27][CH:26]([CH3:28])[CH2:25][C@H:20]([NH:19][C:15]([C:7]1[CH:6]=[N:5][C:4]([CH:1]2[CH2:2][CH2:3]2)=[C:9]([O:10][CH2:11][CH:12]2[CH2:13][CH2:14]2)[N:8]=1)=[O:17])[C:21](=[O:22])[NH:23][CH3:24] |f:1.2|. Procedure: The title compound was synthesized in analogy to Example 6, using 5-cyclopropyl-6-cyclopropylmethoxy-pyrazine-2-carboxylic acid (Example 10 g) and (2S)-2-amino-N,4-dimethyl-pentanamide monohydrochloride (CAN 99145-71-8) as starting materials, and isolated (67 mg, 87%) as off-white solid; LC-MS (UV peak area, ESI) 100%, 361.2232 (M+H). Starting materials: C(=O)N1CC(C2=C(C(=CC=C12)O)CCO)CCNC(CC)=O (N-[2-[1-formyl-2,3-dihydro-5-hydroxy-4-(2-hydroxyethyl)indol-3-yl]ethyl]propionamide), CS(=O)(=O)Cl (methansulfonyl chloride), C(O)([O-])=O.[Na+] (sodium hydrogen carbonate), CS(=O)(=O)Cl (methansulfonyl chloride). The solvent is N1=CC=CC=C1 (pyridine), C(C)(=O)OCC (ethyl acetate). Reaction conditions: time 20 minute. The product is C(=O)N1CC(C2=C3C(=CC=C12)OCC3)CCNC(CC)=O (N-[2-(6-formyl-1,6,7,8-tetrahydro-2H-furo[3,2-e]indol-8-yl)ethyl]propionamide). Yield: 33.2%. RXN SMILES: [CH:1]([N:3]1[C:11]2[C:6](=[C:7]([CH2:13][CH2:14][OH:15])[C:8](O)=[CH:9][CH:10]=2)[CH:5]([CH2:16][CH2:17][NH:18][C:19](=[O:22])[CH2:20][CH3:21])[CH2:4]1)=[O:2].CS(Cl)(=O)=O.C(=O)([O-])O.[Na+]>N1C=CC=CC=1.C(OCC)(=O)C>[CH:1]([N:3]1[C:11]2[C:6](=[C:7]3[CH2:13][CH2:14][O:15][C:8]3=[CH:9][CH:10]=2)[CH:5]([CH2:16][CH2:17][NH:18][C:19](=[O:22])[CH2:20][CH3:21])[CH2:4]1)=[O:2] |f:2.3|. Reported procedure: To a solution of N-[2-[1-formyl-2,3-dihydro-5-hydroxy-4-(2-hydroxyethyl)indol-3-yl]ethyl]propionamide (0.8 g, 2.61 mmol) in pyridine (10 mL) was added methansulfonyl chloride (0.2 mL, 2.61 mmol.) around −10° C. The mixture was stirred for 20 minutes while keeping the temperature −10 to 5° C. To this was added additional methansulfonyl chloride (0.1 mL, 1.3 mmol.) and the mixture was stirred for further 15 minutes at the same temperature. The mixture was diluted with ethyl acetate(10 mL). Saturat... The reactants are O=C1CCC(=O)N1Br, CC#N, Nc1cc(C2CCC(Cc3n[nH]c(=O)o3)CC2)nc2c(-c3ccc(-c4ccccc4)nc3)cnn12, O=C([O-])C(F)(F)F. Product: Nc1c(Br)c(C2CCC(Cc3n[nH]c(=O)o3)CC2)nc2c(-c3ccc(-c4ccccc4)nc3)cnn12. As a reaction SMILES: [Br:43][N:44]1[C:45](=[O:46])[CH2:47][CH2:48][C:49]1=[O:50].[CH3:51][C:52]#[N:53].[NH2:1][c:2]1[cH:3][c:4]([CH:23]2[CH2:24][CH2:25][CH:26]([CH2:29][c:30]3[n:31][nH:32][c:33](=[O:35])[o:34]3)[CH2:27][CH2:28]2)[n:5][c:6]2[n:7]1[n:8][cH:9][c:10]2-[c:11]1[cH:12][n:13][c:14](-[c:17]2[cH:18][cH:19][cH:20][cH:21][cH:22]2)[cH:15][cH:16]1.[O-:36][C:37]([C:38]([F:39])([F:40])[F:41])=[O:42]>>[NH2:1][c:2]1[c:3]([Br:43])[c:4]([CH:23]2[CH2:24][CH2:25][CH:26]([CH2:29][c:30]3[n:31][nH:32][c:33](=[O:35])[o:34]3)[CH2:27][CH2:28]2)[n:5][c:6]2[n:7]1[n:8][cH:9][c:10]2-[c:11]1[cH:12][n:13][c:14](-[c:17]2[cH:18][cH:19][cH:20][cH:21][cH:22]2)[cH:15][cH:16]1.